From a dataset of the Open Reaction Database (ORD), a public repository of structured organic reaction records. describe an organic reaction: reactants, conditions, products, and yield Yields the product O=c1[nH]cc(C(F)(F)F)cc1Cl. Starting materials: CC(C)(C)O, FC(F)(F)c1cnc(Cl)c(Cl)c1, Cl, [K+], [OH-]. As a reaction SMILES: [C:16]([OH:17])([CH3:18])([CH3:19])[CH3:20].[Cl:1][c:2]1[n:3][cH:4][c:5]([C:9]([F:10])([F:11])[F:12])[cH:6][c:7]1[Cl:8].[ClH:15].[K+:14].[OH-:13]>>[c:2]1(=[O:13])[nH:3][cH:4][c:5]([C:9]([F:10])([F:11])[F:12])[cH:6][c:7]1[Cl:8]. Starting materials: COC(C=CC1=C(C=C(C=C1)C(F)(F)F)NCCC)=O (3-(2-Propylamino-4-trifluoromethyl-phenyl)-acrylic acid methyl ester), [Li+].[OH-] (LiOH). The solvent is C1CCOC1.CO (THF CH3OH). Product: C(CC)NC1=C(C=CC(=C1)C(F)(F)F)C=CC(=O)O (3-(2-propylamino-4-trifluoromethyl-phenyl)-acrylic acid). The yield is 85.9%. RXN SMILES: C[O:2][C:3](=[O:20])[CH:4]=[CH:5][C:6]1[CH:11]=[CH:10][C:9]([C:12]([F:15])([F:14])[F:13])=[CH:8][C:7]=1[NH:16][CH2:17][CH2:18][CH3:19].[Li+].[OH-]>C1COCC1.CO>[CH2:17]([NH:16][C:7]1[CH:8]=[C:9]([C:12]([F:13])([F:15])[F:14])[CH:10]=[CH:11][C:6]=1[CH:5]=[CH:4][C:3]([OH:20])=[O:2])[CH2:18][CH3:19] |f:1.2,3.4|. Procedure: 3-(2-Propylamino-4-trifluoromethyl-phenyl)-acrylic acid methyl ester (67.3 mg, 0.234 mmol) was reacted with aqueous 1N LiOH solution (5 ml) in THF/CH3OH (10 ml/5 ml) for 1 hr. The reaction solvent removed in vacuo. Water (30 ml) was added to the resulting residue, which was neutralized with 1N HCl solution, an then extracted with ethyl acetate (30 ml×3). The combined organic layer was dried over MgSO4 and concentrated in vacuo to yield title compound (55 mg, 0.201 mmol, 86%). The reactants are O1CCOC2=C1C=CC=C2C(=O)OCC (ethyl 1,4-benzodioxan-5-carboxylate), [H-].[Al+3].[Li+].[H-].[H-].[H-] (lithium aluminum hydride), O (water), [OH-].[Na+] (sodium hydroxide). The solvent is C(C)OCC (diethyl ether), C(C)OCC (diethyl ether). Run at temperature 0 celsius. Yields the product OCC1=CC=CC=2OCCOC21 (5-hydroxymethyl-1,4-benzodioxan). The yield is 88496.9%. RXN SMILES: [H-].[Al+3].[Li+].[H-].[H-].[H-].[O:7]1[C:12]2[CH:13]=[CH:14][CH:15]=[C:16]([C:17](OCC)=[O:18])[C:11]=2[O:10][CH2:9][CH2:8]1.O.[OH-].[Na+]>C(OCC)C>[OH:18][CH2:17][C:16]1[C:11]2[O:10][CH2:9][CH2:8][O:7][C:12]=2[CH:13]=[CH:14][CH:15]=1 |f:0.1.2.3.4.5,8.9|. Reported procedure: To a suspension of lithium aluminum hydride (7.0 g, 0.18 mmol) in dry diethyl ether (100 mL) was added a solution of ethyl 1,4-benzodioxan-5-carboxylate (35 g, 0.17 mmol) in diethyl ether (100 mL). After boiling under reflux for 2 h, the reaction mixture was cooled to 0° C. and carefully treated with water (35 mL) and 4N aqueous sodium hydroxide (35 mL). The resulting mixture was filtered and dried (Na2SO4). Evaporation of the solvents afforded 25 g (88%) crystalline title compound: mp 51-53° C.... Reactants: O=C([O-])[O-], Cc1nc2cnc3ccccc3c2n1NC(C)C, ClCCCl, [Na+], [Na+], O=C(OO)c1cccc(Cl)c1. Product: Cc1nc2c[n+]([O-])c3ccccc3c2n1NC(C)C. Reaction SMILES: [C:30](=[O:31])([O-:32])[O-:33].[CH:1]([CH3:2])([CH3:3])[NH:4][n:5]1[c:6]([CH3:18])[n:7][c:8]2[cH:9][n:10][c:11]3[cH:12][cH:13][cH:14][cH:15][c:16]3[c:17]12.[Cl:36][CH2:37][CH2:38][Cl:39].[Na+:34].[Na+:35].[OH:19][O:20][C:21]([c:22]1[cH:23][c:24]([Cl:25])[cH:26][cH:27][cH:28]1)=[O:29]>>[CH:1]([CH3:2])([CH3:3])[NH:4][n:5]1[c:6]([CH3:18])[n:7][c:8]2[cH:9][n+:10]([O-:19])[c:11]3[cH:12][cH:13][cH:14][cH:15][c:16]3[c:17]12.